This data is from the Open Reaction Database (ORD), a public repository of structured organic reaction records. The task is: describe an organic reaction: reactants, conditions, products, and yield As a reaction SMILES: [CH3:32][CH2:33][OH:34].[Cl:1][c:2]1[c:3]([S:25]([N:26]([CH3:27])[CH3:28])(=[O:29])=[O:30])[cH:4][c:5](-[c:8]2[n:9]([CH3:24])[c:10](=[N:13][c:14]3[cH:15][cH:16][c:17]([O:20][C:21](=[O:22])[CH3:23])[cH:18][cH:19]3)[s:11][cH:12]2)[cH:6][cH:7]1.[ClH:31].[OH2:35]>>[Cl:1][c:2]1[c:3]([S:25]([N:26]([CH3:27])[CH3:28])(=[O:29])=[O:30])[cH:4][c:5](-[c:8]2[n:9]([CH3:24])[c:10](=[N:13][c:14]3[cH:15][cH:16][c:17]([OH:20])[cH:18][cH:19]3)[s:11][cH:12]2)[cH:6][cH:7]1. Yields the product CN(C)S(=O)(=O)c1cc(-c2csc(=Nc3ccc(O)cc3)n2C)ccc1Cl. Reactants: CCO, CC(=O)Oc1ccc(N=c2scc(-c3ccc(Cl)c(S(=O)(=O)N(C)C)c3)n2C)cc1, Cl, O. Reactants: C(C)OC=1C(=CC=2C=CCC(C2C1)(C)C)/C(=C(\CO)/F)/C ((2E)-3-(3-ethoxy-5,5-dimethyl-5,6-dihydro-naphthalen-2-yl)-2-fluoro-but-2-en-1-ol), C[N+]1(CCOCC1)[O-] (methylmorpholine N-oxide). Reagents/catalysts: [Ru](=O)(=O)(=O)[O-].C(CC)[N+](CCC)(CCC)CCC (tetrapropylammonium perruthenate). Solvent: ClCCl (dichloromethane). Reaction conditions: time 30 minute. Yields the product C(C)OC=1C(=CC=2C=CCC(C2C1)(C)C)C(=C(C=O)F)C (3-Ethoxy-5,5-dimethyl-5,6-dihydro-naphthalen-2-yl 2-fluoro-but-2-enal). RXN SMILES: [CH2:1]([O:3][C:4]1[C:5](/[C:16](/[CH3:21])=[C:17](/[F:20])\[CH2:18][OH:19])=[CH:6][C:7]2[CH:8]=[CH:9][CH2:10][C:11]([CH3:15])([CH3:14])[C:12]=2[CH:13]=1)[CH3:2].C[N+]1([O-])CCOCC1>ClCCl.[Ru]([O-])(=O)(=O)=O.C([N+](CCC)(CCC)CCC)CC>[CH2:1]([O:3][C:4]1[C:5]([C:16]([CH3:21])=[C:17]([F:20])[CH:18]=[O:19])=[CH:6][C:7]2[CH:8]=[CH:9][CH2:10][C:11]([CH3:15])([CH3:14])[C:12]=2[CH:13]=1)[CH3:2] |f:3.4|. Procedure details: A solution of (2E)-3-(3-ethoxy-5,5-dimethyl-5,6-dihydro-naphthalen-2-yl)-2-fluoro-but-2-en-1-ol (Compound A-49, 18 mg, 0.06 mmol), 4 Å molecular sieves (0.1 g) in dichloromethane (3 mL) was treated with tetrapropylammonium perruthenate (10 mg, 0.028 mmol) and 4 methylmorpholine N-oxide (15 mg, 0.12 mmol). The solution was stirred under argon for 30 min and filtered through a silica gel plug (20% ethyl acetate in hexanes). The filtrate was concentrated under vacuum to give the title compound. Starting materials: C(C)N(C(C1=C(N=CC=C1)NC1=C(C=CC=C1)C)=O)CC (N,N-diethyl-2-(o-tolylamino)nicotinamide), C(C)(C)NC(C)C (diisopropylamine), CN(CCN(C)C)C (tetramethylethylenediamine), C(CCC)[Li] (n-butyllithium). Run in C1CCOC1 (THF), C1CCOC1 (THF). Run at temperature -78 celsius, time 30 minute. The product is N1=CC=CC2=C1NC1=C(CC2=O)C=CC=C1 (6,11-dihydro-5H-benzo[f]pyrido[2,3-b]azepin-5-one). RXN SMILES: C(NC(C)C)(C)C.CN(C)CCN(C)C.C([Li])CCC.C(N(CC)[C:24](=[O:39])[C:25]1[CH:30]=[CH:29][CH:28]=[N:27][C:26]=1[NH:31][C:32]1[CH:37]=[CH:36][CH:35]=[CH:34][C:33]=1[CH3:38])C>C1COCC1>[N:27]1[C:26]2[NH:31][C:32]3[CH:37]=[CH:36][CH:35]=[CH:34][C:33]=3[CH2:38][C:24](=[O:39])[C:25]=2[CH:30]=[CH:29][CH:28]=1. Reported procedure: To a solution of diisopropylamine (7.61 mL, 53.89 mmol) and tetramethylethylenediamine (8.13 mL, 53.89 mmol) in THF (50 mL) was added n-butyllithium (1.6 M, 34.2 mL, 54.77 mmol) at −78° C. The mixture was stirred at −78° C. for 30 min., then 0° C. for 10 min. This solution was transferred into a solution of N,N-diethyl-2-(o-tolylamino)nicotinamide in THF (100 mL) at 0° C. The resulting solution was stirred overnight and quenched by adding saturated ammonium chloride solution (20 mL). The solvent... Reactants: CN1CC(N2C(=O)c3ccccc3C2=O)C(=O)Nc2ccccc21, CCO, NN, O. As a reaction SMILES: [C:1]1(=[O:2])[N:5]([CH:6]2[CH2:7][N:8]([CH3:18])[c:9]3[c:10]([cH:14][cH:15][cH:16][cH:17]3)[NH:11][C:12]2=[O:13])[C:3](=[O:4])[c:19]2[cH:20][cH:21][cH:22][cH:23][c:24]21.[CH3:28][CH2:29][OH:30].[NH2:26][NH2:27].[OH2:25]>>[NH2:5][CH:6]1[CH2:7][N:8]([CH3:18])[c:9]2[c:10]([cH:14][cH:15][cH:16][cH:17]2)[NH:11][C:12]1=[O:13]. The product is CN1CC(N)C(=O)Nc2ccccc21.